Dataset: the Open Reaction Database (ORD), a public repository of structured organic reaction records. Task: describe an organic reaction: reactants, conditions, products, and yield Reactants: N(=NC(=O)OCC)C(=O)OCC (diethyl azodicarboxylate), CC1=C(C(=C(C(=C1OC)C)C)OC)CCO (2-(2,4,5-trimethyl-3,6-dimethoxypenyl)ethanol), OC1=CC=C(CC2C(N(C(S2)=O)C(C2=CC=CC=C2)(C2=CC=CC=C2)C2=CC=CC=C2)=O)C=C1 (5-(4-hydroxybenzyl)-3-triphenylmethylthiazolidine-2,4-dione), C1(=CC=CC=C1)P(C1=CC=CC=C1)C1=CC=CC=C1 (triphenylphosphine). Run in O1CCCC1 (tetrahydrofuran), O (water). Conditions: time 5 hour. Yields the product CC1=C(C(=C(C(=C1OC)C)C)OC)CCOC1=CC=C(CC2C(N(C(S2)=O)C(C2=CC=CC=C2)(C2=CC=CC=C2)C2=CC=CC=C2)=O)C=C1 (5-{4-[2-(2,4,5-trimethyl-3,6-dimethoxyphenyl)ethoxy]benzyl}-3-triphenylmethylthia zolidine-2,4-dione). Reaction SMILES: N(C(OCC)=O)=NC(OCC)=O.[CH3:13][C:14]1[C:19]([O:20][CH3:21])=[C:18]([CH3:22])[C:17]([CH3:23])=[C:16]([O:24][CH3:25])[C:15]=1[CH2:26][CH2:27][OH:28].O[C:30]1[CH:62]=[CH:61][C:33]([CH2:34][CH:35]2[S:39][C:38](=[O:40])[N:37]([C:41]([C:54]3[CH:59]=[CH:58][CH:57]=[CH:56][CH:55]=3)([C:48]3[CH:53]=[CH:52][CH:51]=[CH:50][CH:49]=3)[C:42]3[CH:47]=[CH:46][CH:45]=[CH:44][CH:43]=3)[C:36]2=[O:60])=[CH:32][CH:31]=1.C1(P(C2C=CC=CC=2)C2C=CC=CC=2)C=CC=CC=1>O1CCCC1.O>[CH3:13][C:14]1[C:19]([O:20][CH3:21])=[C:18]([CH3:22])[C:17]([CH3:23])=[C:16]([O:24][CH3:25])[C:15]=1[CH2:26][CH2:27][O:28][C:30]1[CH:62]=[CH:61][C:33]([CH2:34][CH:35]2[S:39][C:38](=[O:40])[N:37]([C:41]([C:54]3[CH:59]=[CH:58][CH:57]=[CH:56][CH:55]=3)([C:48]3[CH:49]=[CH:50][CH:51]=[CH:52][CH:53]=3)[C:42]3[CH:47]=[CH:46][CH:45]=[CH:44][CH:43]=3)[C:36]2=[O:60])=[CH:32][CH:31]=1. Procedure: 3.2 g of diethyl azodicarboxylate were added dropwise, whilst ice-cooling and under an atmosphere of nitrogen, to a solution of 3.5 g of 2-(2,4,5-trimethyl-3,6-dimethoxypenyl)ethanol, 7.3 g of 5-(4-hydroxybenzyl)-3-triphenylmethylthiazolidine-2,4-dione (prepared as described in Preparation 32) and 4.9 g of triphenylphosphine in 100 ml of tetrahydrofuran, and the resulting mixture was stirred at room temperature for 5 hours. At the end of this time, the reaction mixture was poured into water, aft... Starting materials: Cl (hydrogen chloride), C1(=CC=CC=C1)P(C1=CC=CC=C1)C1=CC=CC=C1 (Triphenylphosphine), N(=[N+]=[N-])[C@@H]1COC[C@@H]1C1=CC=C(C=C1)F ((3S*,4R*)-3-azido-4-(4-fluorophenyl)tetrahydrofuran), N (ammonia). Run in C1CCOC1 (THF). Reaction conditions: time 1 hour. Product: FC1=CC=C(C=C1)[C@@H]1[C@@H](COC1)N ((3S*,4R*)-4-(4-Fluorophenyl)tetrahydrofuran-3-amine). Yield: 71.4%. Reaction SMILES: C1(P(C2C=CC=CC=2)C2C=CC=CC=2)C=CC=CC=1.[N:20]([C@H:23]1[C@@H:27]([C:28]2[CH:33]=[CH:32][C:31]([F:34])=[CH:30][CH:29]=2)[CH2:26][O:25][CH2:24]1)=[N+]=[N-].N.Cl>C1COCC1>[F:34][C:31]1[CH:32]=[CH:33][C:28]([C@H:27]2[CH2:26][O:25][CH2:24][C@H:23]2[NH2:20])=[CH:29][CH:30]=1. Procedure details: Triphenylphosphine (45 g, 0.17 mol, 1.20 eq) was added in portions to a solution of compound (3S*,4R*)-3-azido-4-(4-fluorophenyl)tetrahydrofuran (Preparation 61, 29.6 g, 0.14 mol, 1 eq) in THF (200 mL) on a water bath under stirring for 1 h. The mixture was stirred at room temperature for 2 h, and ammonia 880 (50 mL) was added. The mixture was refluxed for 2 h and cooled. Then concentrated hydrogen chloride (13 mL) was added, and the mixture was evaporated. The residue was diluted with water (15... The reactants are C(C)N(C(=O)C1CN2C(C(C1CC2)=O)C(C2=CC=CC=C2)C2=CC=CC=C2)CC (N,N-diethyl-6-diphenylmethyl-5-oxo-1-azabicyclo[2.2.2]octane-3-carboxamide), C[Si](OCCO[Si](C)(C)C)(C)C (1,2-bis(trimethylsiloxy)ethane), C[Si](C)(C)Cl (trimethylsilyl chloride). The solvent is C(CO)O (ethylene glycol). Reaction conditions: temperature 100 celsius. Product: C(C)N(C(=O)C1CN2C(C3(C1CC2)OCCO3)C(C3=CC=CC=C3)C3=CC=CC=C3)CC (N,N-Diethyl-6-diphenylmethyl-5,5-ethylenedioxy-1 -azabicyclo-[2.2.2]octane-3-carboxamide). Yield: 88.5%. RXN SMILES: [CH2:1]([N:3]([CH2:28][CH3:29])[C:4]([CH:6]1[CH:11]2[CH2:12][CH2:13][N:8]([CH:9]([CH:15]([C:22]3[CH:27]=[CH:26][CH:25]=[CH:24][CH:23]=3)[C:16]3[CH:21]=[CH:20][CH:19]=[CH:18][CH:17]=3)[C:10]2=[O:14])[CH2:7]1)=[O:5])[CH3:2].C[Si](C)(C)[O:32][CH2:33][CH2:34]O[Si](C)(C)C.C[Si](Cl)(C)C>C(O)CO>[CH2:28]([N:3]([CH2:1][CH3:2])[C:4]([CH:6]1[CH:11]2[CH2:12][CH2:13][N:8]([CH:9]([CH:15]([C:22]3[CH:23]=[CH:24][CH:25]=[CH:26][CH:27]=3)[C:16]3[CH:17]=[CH:18][CH:19]=[CH:20][CH:21]=3)[C:10]32[O:32][CH2:33][CH2:34][O:14]3)[CH2:7]1)=[O:5])[CH3:29]. Procedure details: A mixture of (3R*, 4R*)-N,N-diethyl-6-diphenylmethyl-5-oxo-1-azabicyclo[2.2.2]octane-3-carboxamide (10 g, 26 mmol), 1,2-bis(trimethylsiloxy)ethane (6 g, 29 mmol), trimethylsilyl chloride (20 ml) and ethylene glycol (50 ml) was heated at 100° C. for 3 hours. After by-products were removed by distillation 93° C./atmosphere pressure), the mixture was poured into cold aqueous sodium bicarbonate (NaHCO3) (250 ml) and extracted with methylene chloride (CH2Cl2) (100 ml) three times. The combined extrac... Starting materials: OCC1=C(C=NC=C1)C (4-hydroxymethyl-3-methylpyridine), S1C(=CC=C1)CC(=O)O (thiolacetic acid), ice, C1(=CC=CC=C1)P(C1=CC=CC=C1)C1=CC=CC=C1 (triphenylphosphine), N(=NC(=O)OC(C)C)C(=O)OC(C)C (diisopropyl azodicarboxylate). Run in C1CCOC1 (THF), C(C)(=O)OCC.CCCCCC (ethyl acetate hexane), C1CCOC1 (THF). Run at temperature 0 celsius, time 1 hour. Product: C(C)(=O)SCC1=C(C=NC=C1)C (4-(Acetylthiomethyl)-3-methylpyridine). The yield is 118.8%. As a reaction SMILES: C1(P(C2C=CC=CC=2)C2C=CC=CC=2)C=CC=CC=1.N(C(OC(C)C)=O)=NC([O:24][CH:25]([CH3:27])C)=O.O[CH2:35][C:36]1[CH:41]=[CH:40][N:39]=[CH:38][C:37]=1[CH3:42].[S:43]1C=CC=C1CC(O)=O>C1COCC1.C(OCC)(=O)C.CCCCCC>[C:25]([S:43][CH2:35][C:36]1[CH:41]=[CH:40][N:39]=[CH:38][C:37]=1[CH3:42])(=[O:24])[CH3:27] |f:5.6|. Reported procedure: To an ice-cold, mechanically stirred solution of triphenylphosphine (17.04 g, 0.065 mol) in 250 mL of dry THF was added dropwise diisopropyl azodicarboxylate (12.8 mL, 0.065 mol) and the resulting slurry was stirred at 0° C. for 1 h. To this mixture was added dropwise a solution of 4-hydroxymethyl-3-methylpyridine (4.0 g, 0.0325 mol) in 100 mL of dry THF, followed by freshly distilled thiolacetic acid (4.64 mL, 0.065 mol). The resulting mixture was stirred at 0° C. for 1 h and then at room tempe... Reactants: C1CCC2CNCCC2C1, ClCCl, [Na+], [OH-], O=C(Cl)Cc1ccccc1. Yields the product O=C(Cc1ccccc1)C1NCCC2CCCCC21. RXN SMILES: [CH2:1]1[NH:2][CH2:3][CH2:4][CH:5]2[CH2:6][CH2:7][CH2:8][CH2:9][CH:10]12.[CH2:23]([Cl:24])[Cl:25].[Na+:12].[OH-:11].[c:13]1([CH2:19][C:20](=[O:21])[Cl:22])[cH:14][cH:15][cH:16][cH:17][cH:18]1>>[CH:1]1([C:20]([CH2:19][c:13]2[cH:14][cH:15][cH:16][cH:17][cH:18]2)=[O:21])[NH:2][CH2:3][CH2:4][CH:5]2[CH2:6][CH2:7][CH2:8][CH2:9][CH:10]12. Reactants: CCCC[SnH](CCCC)CCCC, COC(=O)c1nc(-c2ccc(Cl)c(OC)c2F)nc(N)c1C(F)CBr, COCCOC, CC(C)(C#N)N=NC(C)(C)C#N. Product: COC(=O)c1nc(-c2ccc(Cl)c(OC)c2F)nc(N)c1C(C)F. As a reaction SMILES: [CH2:26]([SnH:27]([CH2:28][CH2:29][CH2:30][CH3:31])[CH2:32][CH2:33][CH2:34][CH3:35])[CH2:36][CH2:37][CH3:38].[CH3:1][O:2][C:3](=[O:4])[c:5]1[n:6][c:7](-[c:16]2[c:17]([F:25])[c:18]([O:23][CH3:24])[c:19]([Cl:22])[cH:20][cH:21]2)[n:8][c:9]([NH2:15])[c:10]1[CH:11]([CH2:12][Br:13])[F:14].[CH3:51][O:52][CH2:53][CH2:54][O:55][CH3:56].[N:39]([C:40]([CH3:41])([CH3:42])[C:43]#[N:44])=[N:45][C:46]([CH3:47])([CH3:48])[C:49]#[N:50]>>[CH3:1][O:2][C:3](=[O:4])[c:5]1[n:6][c:7](-[c:16]2[c:17]([F:25])[c:18]([O:23][CH3:24])[c:19]([Cl:22])[cH:20][cH:21]2)[n:8][c:9]([NH2:15])[c:10]1[CH:11]([CH3:12])[F:14]. The product is CCCCOc1nc(N)c2nc(OC)n(CCCCl)c2n1. Reaction SMILES: [Br:31][CH2:32][CH2:33][CH2:34][Cl:35].[C:25](=[O:26])([O-:27])[O-:28].[CH2:8]([CH2:9][CH2:10][CH3:11])[O:12][c:13]1[n:14][c:15]([NH2:24])[c:16]2[n:17][c:18]([O:22][CH3:23])[nH:19][c:20]2[n:21]1.[F:1][C:2]([F:3])([F:4])[C:5]([OH:6])=[O:7].[K+:29].[K+:30].[O:36]=[CH:37][N:38]([CH3:39])[CH3:40]>>[CH2:8]([CH2:9][CH2:10][CH3:11])[O:12][c:13]1[n:14][c:15]([NH2:24])[c:16]2[n:17][c:18]([O:22][CH3:23])[n:19]([CH2:32][CH2:33][CH2:34][Cl:35])[c:20]2[n:21]1. The reactants are ClCCCBr, O=C([O-])[O-], CCCCOc1nc(N)c2nc(OC)[nH]c2n1, O=C(O)C(F)(F)F, [K+], [K+], CN(C)C=O.